From a dataset of the Open Reaction Database (ORD), a public repository of structured organic reaction records. describe an organic reaction: reactants, conditions, products, and yield Starting materials: C(C1=CC=CC=C1)N1CCC(CC1)(C1=CC=CC=C1)OC1=CC=C(C=C1)[N+](=O)[O-] (1-benzyl-4-(4-nitrophenoxy)-4-phenylpiperidine), [H][H] (hydrogen). The reagents and catalysts are [Pd] (Pd/C). Run in CO (methanol). Yields the product NC1=CC=C(OC2(CCN(CC2)CC2=CC=CC=C2)C2=CC=CC=C2)C=C1 (4-(4-Aminophenoxy)-4-phenyl-1-benzylpiperidine). Yield: 22.2%. Reaction SMILES: [CH2:1]([N:8]1[CH2:13][CH2:12][C:11]([O:20][C:21]2[CH:26]=[CH:25][C:24]([N+:27]([O-])=O)=[CH:23][CH:22]=2)([C:14]2[CH:19]=[CH:18][CH:17]=[CH:16][CH:15]=2)[CH2:10][CH2:9]1)[C:2]1[CH:7]=[CH:6][CH:5]=[CH:4][CH:3]=1.[H][H]>CO.[Pd]>[NH2:27][C:24]1[CH:23]=[CH:22][C:21]([O:20][C:11]2([C:14]3[CH:15]=[CH:16][CH:17]=[CH:18][CH:19]=3)[CH2:12][CH2:13][N:8]([CH2:1][C:2]3[CH:7]=[CH:6][CH:5]=[CH:4][CH:3]=3)[CH2:9][CH2:10]2)=[CH:26][CH:25]=1. Reported procedure: A solution of 1-benzyl-4-(4-nitrophenoxy)-4-phenylpiperidine (1.95 g, 5 mM), in methanol (100 ml) was hydrogenated over 5% Pd/C at atmospheric pressure and room temperature. After the theoretical uptake of hydrogen had occurred (about 2 hours), the catalyst was removed by filtration and the solvents removed under reduced pressure. Recrystallisation of the residue from IPA (twice) gave the title compound (400 mg), m.p. 124°-6° C.